From a dataset of the Open Reaction Database (ORD), a public repository of structured organic reaction records. describe an organic reaction: reactants, conditions, products, and yield Reactants: CC1(C(NC(N1)=O)=O)C (5,5-dimethylimidazolidine-2,4-dione), CI (methyl iodide). The product is CN1C(NC(C1=O)(C)C)=O (3,5,5-trimethylimidazolidine-2,4-dione). Reaction SMILES: [CH3:1][C:2]1([CH3:9])[NH:6][C:5](=[O:7])[NH:4][C:3]1=[O:8].[CH3:10]I>>[CH3:10][N:4]1[C:3](=[O:8])[C:2]([CH3:9])([CH3:1])[NH:6][C:5]1=[O:7]. Reported procedure: Using 5,5-dimethylimidazolidine-2,4-dione (1.00 g) and methyl iodide (0.53 mL) and by the reaction and treatment in the same manner as in Preparation Example 214, the title compound (1.03 g) was obtained. Starting materials: O.NC1=C(C=CC=C1C(C1=CC=CC=C1)=O)CC(=O)[O-].[Na+] (sodium 2-amino-3-benzoylphenylacetate hydrate), [Cl-].[Ca+2].[Cl-] (calcium chloride). Solvent: O (water), O (water). Reaction conditions: time 15 minute. Yields the product [Ca].O.O.NC1=C(C=CC=C1C(C1=CC=CC=C1)=O)CC(=O)O (Calcium 2-amino-3-benzoylphenylacetic Acid Dihydrate). RXN SMILES: [OH2:1].[NH2:2][C:3]1[C:8]([C:9](=[O:16])[C:10]2[CH:15]=[CH:14][CH:13]=[CH:12][CH:11]=2)=[CH:7][CH:6]=[CH:5][C:4]=1[CH2:17][C:18]([O-:20])=[O:19].[Na+].[Cl-].[Ca+2:23].[Cl-]>O>[Ca:23].[OH2:16].[OH2:1].[NH2:2][C:3]1[C:8]([C:9](=[O:16])[C:10]2[CH:15]=[CH:14][CH:13]=[CH:12][CH:11]=2)=[CH:7][CH:6]=[CH:5][C:4]=1[CH2:17][C:18]([OH:20])=[O:19] |f:0.1.2,3.4.5,7.8.9.10|. Procedure: A stirred solution of 5 g. of sodium 2-amino-3-benzoylphenylacetate hydrate (0.02 mole) in 50 ml. of water was treated with 1.2 g. of calcium chloride (0.01 mole) in 10 ml. of water. An immediate precipitate developed. After an additional 15 min. stirring the precipitate was collected. Recrystallization from ethanol-water gave bright yellow needles which melted over the broad range of 160°-240° C. (dec.). Starting materials: O (H2O), [OH-].[Na+] (NaOH), S(=O)([O-])S(=O)[O-].[Na+].[Na+] (sodium hydrosulfite), C(C1=CC=CC=C1)OC1=C(C=2CC[C@H]3[C@@H]4CCC([C@@]4(C)CC[C@@H]3C2C=C1)=O)[N+](=O)[O-] (3-Benzyloxy-4-nitroestra-1,3,5(10)-trien-17-one). Solvent: CC(=O)C (acetone). Conditions: time 1 hour. Yields the product C(C1=CC=CC=C1)OC1=C(C=2CC[C@H]3[C@@H]4CCC([C@@]4(C)CC[C@@H]3C2C=C1)=O)N (3-Benzyloxy-4-aminoestra-1,3,5(10)-trien-17-one). Yield: 76.2%. RXN SMILES: [CH2:1]([O:8][C:9]1[CH:26]=[CH:25][C:24]2[C@@H:23]3[C@H:14]([C@H:15]4[C@@:19]([CH2:21][CH2:22]3)([CH3:20])[C:18](=[O:27])[CH2:17][CH2:16]4)[CH2:13][CH2:12][C:11]=2[C:10]=1[N+:28]([O-])=O)[C:2]1[CH:7]=[CH:6][CH:5]=[CH:4][CH:3]=1.[OH-].[Na+].S(S([O-])=O)([O-])=O.[Na+].[Na+].O>CC(C)=O>[CH2:1]([O:8][C:9]1[CH:26]=[CH:25][C:24]2[C@@H:23]3[C@H:14]([C@H:15]4[C@@:19]([CH2:21][CH2:22]3)([CH3:20])[C:18](=[O:27])[CH2:17][CH2:16]4)[CH2:13][CH2:12][C:11]=2[C:10]=1[NH2:28])[C:2]1[CH:7]=[CH:6][CH:5]=[CH:4][CH:3]=1 |f:1.2,3.4.5|. Procedure: To a suspension of 3-benzyloxy4-nitroestra-1,3,5(10)-trien-17-one (84, 3.24 g, 8.0 mmol) in acetone (400 mL) were added 0.5 N aqueous NaOH (100 mL, 50 mmol) and sodium hydrosulfite (85%, 10 g) at 80° C.; the mixture was then stirred for 1 h. After the reaction mixture was cooled to room temperature, H2O (300 mL) was added; Acetone was then removed at reduced pressure, and the mixture allowed to stand for 3 h at 0° C. The precipitate was collected by filtration and washed with H2O to afford 2.29 ... Reported procedure: Methyl 2-(5,6-dichloro-3-pyridyloxy)butyrate was hydrolysed with aqueous sodium hydroxide, using a similar procedure to that described in Example1, Stage 2 to provide 2-(5,6-dichloro-3-pyridyloxy)butyric acid as a solid, m.p. 117–118° C. Yields the product ClC=1C=C(C=NC1Cl)OC(C(=O)O)CC (2-(5,6-dichloro-3-pyridyloxy)butyric acid). As a reaction SMILES: [Cl:1][C:2]1[CH:3]=[C:4]([O:9][CH:10]([CH2:15][CH3:16])[C:11]([O:13]C)=[O:12])[CH:5]=[N:6][C:7]=1[Cl:8].[OH-].[Na+]>>[Cl:1][C:2]1[CH:3]=[C:4]([O:9][CH:10]([CH2:15][CH3:16])[C:11]([OH:13])=[O:12])[CH:5]=[N:6][C:7]=1[Cl:8] |f:1.2|. Starting materials: ClC=1C=C(C=NC1Cl)OC(C(=O)OC)CC (Methyl 2-(5,6-dichloro-3-pyridyloxy)butyrate), [OH-].[Na+] (sodium hydroxide). Reactants: COC(C1=C(C=CC(=C1)OC1=C(C=C(C=C1)F)F)[N+](=O)[O-])=O (5-(2,4-Difluoro-phenoxy)-2-nitro-benzoic acid methyl ester), [OH-].[Na+] (NaOH), Cl (HCl). Solvent: O.CO (water MeOH). Yields the product FC1=C(OC=2C=CC(=C(C(=O)O)C2)[N+](=O)[O-])C=CC(=C1)F (5-(2,4-Difluoro-phenoxy)-2-nitro-benzoic acid). The yield is 85.5%. As a reaction SMILES: C[O:2][C:3](=[O:22])[C:4]1[CH:9]=[C:8]([O:10][C:11]2[CH:16]=[CH:15][C:14]([F:17])=[CH:13][C:12]=2[F:18])[CH:7]=[CH:6][C:5]=1[N+:19]([O-:21])=[O:20].[OH-].[Na+].Cl>O.CO>[F:18][C:12]1[CH:13]=[C:14]([F:17])[CH:15]=[CH:16][C:11]=1[O:10][C:8]1[CH:7]=[CH:6][C:5]([N+:19]([O-:21])=[O:20])=[C:4]([CH:9]=1)[C:3]([OH:22])=[O:2] |f:1.2,4.5|. Procedure details: To a solution of compound (1A) (66 g, 0.21 mol) in water/MeOH (180/180 mL) was added NaOH (27 g, 0.68 mol), and the mixture was heated to reflux for 2 h. After cooling to room temperature, the reaction was acidified with 10% HCl and extracted into EtOAc. The organic layer was washed with brine, dried over sodium sulfate, concentrated in vacuo, and crystallized from ether/hexane to afford 53 g of 5-(2,4-difluoro-phenoxy)-2-nitro-benzoic acid (1B).